Dataset: the Open Reaction Database (ORD), a public repository of structured organic reaction records. Task: describe an organic reaction: reactants, conditions, products, and yield Product: OC1C(C(CC1O)CCCCCCC(=O)OCC)CCC(CCCCC)O (ethyl 7-[3,4-dihydroxy-2-(3-hydroxyoctyl)cyclopentyl]heptanoate). Reaction SMILES: O1CCCCC1[O:7][CH:8]1[CH:12]([O:13]C2CCCCO2)[CH2:11][CH:10]([CH2:20][CH2:21][CH2:22][CH2:23][CH2:24][CH2:25][C:26]([O:28][CH2:29][CH3:30])=[O:27])[CH:9]1[CH2:31][CH2:32][CH:33]([O:39]C1CCCCO1)[CH2:34][CH2:35][CH2:36][CH2:37][CH3:38].Cl>C(O)C>[OH:7][CH:8]1[CH:12]([OH:13])[CH2:11][CH:10]([CH2:20][CH2:21][CH2:22][CH2:23][CH2:24][CH2:25][C:26]([O:28][CH2:29][CH3:30])=[O:27])[CH:9]1[CH2:31][CH2:32][CH:33]([OH:39])[CH2:34][CH2:35][CH2:36][CH2:37][CH3:38]. Reported procedure: A mixture of ethyl 7-{3,4-di(2-tetrahydropyranyloxy)-2-[3-(2-tetrahydropyranyloxy)octyl]cyclopentyl}heptanoate (5.5 g.) [prepared as described in (o) above], ethanol (100 ml.), N hydrochloric acid (100 ml.) and a cation-exchange resin [Dowex resin AG50W - X8H+ (7.5 g.)] was stirred at 50°-60° C. for 18 hours. The mixture was then cooled and filtered and the solid washed with diethyl ether and water. The combined filtrate and washings were evaporated in vacuo to remove organic solvents and the aq... Starting materials: O1C(CCCC1)OC1C(C(CC1OC1OCCCC1)CCCCCCC(=O)OCC)CCC(CCCCC)OC1OCCCC1 (ethyl 7-{3,4-di(2-tetrahydropyranyloxy)-2-[3-(2-tetrahydropyranyloxy)octyl]-cyclopentyl}heptanoate), Cl (hydrochloric acid). Conditions: time 18 hour. The yield is 96.2%. Run in C(C)O (ethanol). The reactants are C(C)(C)(C)OC(=O)N1[C@@H](CC(C1)=NOC)C(=O)O ((2S,4EZ)-1-(tert-butoxycarbonyl)-4-(methoxyimino)-2-pyrrolidinecarboxylic acid), FC(C1=C(C=CC=C1)C1=CC=C(C=C1)C(=O)O)(F)F (2′-(trifluoromethyl)[1,1′-biphenyl]-4-carboxylic acid), NC[C@@H](O)C1=CC=CC=C1 ((1S)-2-amino-1-phenylethanol). The product is O[C@H](CNC(=O)[C@H]1N(CC(C1)=NOC)C(=O)C1=C(C=CC=C1)C1=C(C=CC=C1)C(F)(F)F)C1=CC=CC=C1 ((2S,4EZ)-N-[(2S)-2-hydroxy-2-phenylethyl]-4-(methoxyimino)-1-{[2′-(trifluoromethyl)[1,1′-biphenyl]-yl]carbonyl}-2-pyrrolidinecarboxamide). As a reaction SMILES: C(O[C:6]([N:8]1[CH2:12][C:11](=[N:13][O:14][CH3:15])[CH2:10][C@H:9]1[C:16]([OH:18])=O)=[O:7])(C)(C)C.[F:19][C:20]([F:37])([F:36])[C:21]1[CH:26]=[CH:25][CH:24]=[CH:23][C:22]=1[C:27]1[CH:32]=[CH:31][C:30](C(O)=O)=[CH:29][CH:28]=1.[NH2:38][CH2:39][C@H:40]([C:42]1[CH:47]=[CH:46][CH:45]=[CH:44][CH:43]=1)[OH:41]>>[OH:41][C@@H:40]([C:42]1[CH:47]=[CH:46][CH:45]=[CH:44][CH:43]=1)[CH2:39][NH:38][C:16]([C@@H:9]1[CH2:10][C:11](=[N:13][O:14][CH3:15])[CH2:12][N:8]1[C:6]([C:32]1[CH:31]=[CH:30][CH:29]=[CH:28][C:27]=1[C:22]1[CH:23]=[CH:24][CH:25]=[CH:26][C:21]=1[C:20]([F:19])([F:36])[F:37])=[O:7])=[O:18]. Reported procedure: Following the general method as outlined in Example 22, starting from (2S,4EZ)-1-(tert-butoxycarbonyl)-4-(methoxyimino)-2-pyrrolidinecarboxylic acid, 2′-(trifluoromethyl)[1,1′-biphenyl]-4-carboxylic acid, and (1S)-2-amino-1-phenylethanol, the title compound was obtained in 87% purity by HPLC. MS(ESI+): m/z=526.